Dataset: the Open Reaction Database (ORD), a public repository of structured organic reaction records. Task: describe an organic reaction: reactants, conditions, products, and yield Starting materials: C1(=CC=CC=C1)CCCCC(=O)Cl (5-phenylpentanoyl chloride), [Cl-].[NH4+] (ammonium chloride), C(C1=CC=CC=C1)[C@@H]1NC(OC1)=O ((4S)-4-benzyl-1,3-oxazolidin-2-one), C(CCC)[Li] (n-butyl lithium). The solvent is O1CCCC1 (tetrahydrofuran), O1CCCC1 (tetrahydrofuran). Conditions: time 40 minute. Product: C(C1=CC=CC=C1)[C@@H]1N(C(OC1)=O)C(CCCCC1=CC=CC=C1)=O ((4S)-4-benzyl-3-(5-phenylpentanoyl)-1,3-oxazolidin-2-one). Yield: 109.2%. As a reaction SMILES: [CH2:1]([C@H:8]1[CH2:12][O:11][C:10](=[O:13])[NH:9]1)[C:2]1[CH:7]=[CH:6][CH:5]=[CH:4][CH:3]=1.C([Li])CCC.[C:19]1([CH2:25][CH2:26][CH2:27][CH2:28][C:29](Cl)=[O:30])[CH:24]=[CH:23][CH:22]=[CH:21][CH:20]=1.[Cl-].[NH4+]>O1CCCC1>[CH2:1]([C@H:8]1[CH2:12][O:11][C:10](=[O:13])[N:9]1[C:29](=[O:30])[CH2:28][CH2:27][CH2:26][CH2:25][C:19]1[CH:24]=[CH:23][CH:22]=[CH:21][CH:20]=1)[C:2]1[CH:3]=[CH:4][CH:5]=[CH:6][CH:7]=1 |f:3.4|. Procedure: To a tetrahydrofuran (300 ml) solution of (4S)-4-benzyl-1,3-oxazolidin-2-one (26.58 g), 1.58 M of n-butyl lithium (tetrahydrofuran solution; 100 ml) was added under argon atmosphere at −78° C., and the mixture was stirred at the same temperature for 40 minutes. To the mixture, a tetrahydrofuran (100 ml) solution of 5-phenylpentanoyl chloride (32.4 g) was added, followed by stirring at −78° C. for 5 minutes. An aqueous ammonium chloride solution was added to the reaction mixture, followed by extr... Reactants: crude material, BrC=1C=C(C(=NC1)CC#N)Cl ((5-bromo-3-chloro-pyridin-2-yl)-acetonitrile), BrCCCl (1-bromo-2-chloroethane), [OH-].[Na+] (sodium hydroxide), Cl (hydrochloric acid). Reagents/catalysts: [Cl-].C(C1=CC=CC=C1)[N+](CC)(CC)CC (benzyltriethylammonium chloride). Run in C(C)OCC (diethyl ether), O (water). Reaction conditions: temperature 60 celsius, time 2.5 hour. The product is BrC=1C=C(C(=NC1)C1(CC1)C#N)Cl (1-(5-bromo-3-chloro-pyridin-2-yl)-cyclopropanecarbonitrile). Yield: 81.8%. RXN SMILES: [OH-].[Na+].[Br:3][C:4]1[CH:5]=[C:6]([Cl:13])[C:7]([CH2:10][C:11]#[N:12])=[N:8][CH:9]=1.Cl.Br[CH2:16][CH2:17]Cl>O.[Cl-].C([N+](CC)(CC)CC)C1C=CC=CC=1.C(OCC)C>[Br:3][C:4]1[CH:5]=[C:6]([Cl:13])[C:7]([C:10]2([C:11]#[N:12])[CH2:17][CH2:16]2)=[N:8][CH:9]=1 |f:0.1,6.7|. Reported procedure: 1.38 g of sodium hydroxide was dissolved in 40 ml of water and 0.93 g of benzyltriethylammonium chloride was added at ambient temperature. A solution of 1.00 g of (5-bromo-3-chloro-pyridin-2-yl)-acetonitrile (step 1) in 1.31 g of 1-bromo-2-chloroethane was then added dropwise. Then the reaction mixture was stirred at 60° C. for 2.5 hours. Subsequently, the reaction mixture was cooled to 0° C. and 36% aqueous hydrochloric acid was added in order to obtain pH=1 (about 10 ml). The reaction mixture ... Product: FC=1C=C(C=CC1F)CC(=O)C1=C(C=CC(=C1)OC)OC (2-(3,4-difluorophenyl)-1-(2,5-dimethoxyphenyl)ethanone). Run at temperature 50 celsius. Reported procedure: 3,4-Difluorophenylacetic acid (3.0 g, 17.4 mmol) and 1,4-dimethoxybenzene (3.6 g, 26.1 mmol) in polyphosphoric acid (50 g) was heated at 72° C. for 3 h. The reaction was cooled to 50° C., and H2O (70 mL) was added. The resulting mixture was extracted with ethyl acetate (2×100 mL). The organic layers were combined, washed with brine, dried over Na2SO4, and concentrated under reduced pressure. The crude material was purified on a silica gel column to give 2-(3,4-difluorophenyl)-1-(2,5-dimethoxyphe... Reactants: FC=1C=C(C=CC1F)CC(=O)O (3,4-Difluorophenylacetic acid), COC1=CC=C(C=C1)OC (1,4-dimethoxybenzene). Solvent: polyphosphoric acid, O (H2O). Yield: 25.6%. RXN SMILES: [F:1][C:2]1[CH:3]=[C:4]([CH2:9][C:10]([OH:12])=O)[CH:5]=[CH:6][C:7]=1[F:8].[CH3:13][O:14][C:15]1[CH:20]=[CH:19][C:18]([O:21][CH3:22])=[CH:17][CH:16]=1>O>[F:1][C:2]1[CH:3]=[C:4]([CH2:9][C:10]([C:19]2[CH:20]=[C:15]([O:14][CH3:13])[CH:16]=[CH:17][C:18]=2[O:21][CH3:22])=[O:12])[CH:5]=[CH:6][C:7]=1[F:8]. Reactants: CC(C)(C)NS(=O)(=O)c1cccc(-c2cccc(-c3nc(-c4ccc(Cl)c(Cl)c4)cc(C(F)(F)F)n3)c2)c1, ClCCl, O=C(O)C(F)(F)F. The product is NS(=O)(=O)c1cccc(-c2cccc(-c3nc(-c4ccc(Cl)c(Cl)c4)cc(C(F)(F)F)n3)c2)c1. RXN SMILES: [C:1]([CH3:2])([CH3:3])([CH3:4])[NH:5][S:6](=[O:7])(=[O:8])[c:9]1[cH:10][c:11](-[c:15]2[cH:16][c:17](-[c:21]3[n:22][c:23]([C:35]([F:36])([F:37])[F:38])[cH:24][c:25](-[c:27]4[cH:28][c:29]([Cl:34])[c:30]([Cl:33])[cH:31][cH:32]4)[n:26]3)[cH:18][cH:19][cH:20]2)[cH:12][cH:13][cH:14]1.[Cl:46][CH2:47][Cl:48].[F:39][C:40]([F:41])([F:42])[C:43]([OH:44])=[O:45]>>[NH2:5][S:6](=[O:7])(=[O:8])[c:9]1[cH:10][c:11](-[c:15]2[cH:16][c:17](-[c:21]3[n:22][c:23]([C:35]([F:36])([F:37])[F:38])[cH:24][c:25](-[c:27]4[cH:28][c:29]([Cl:34])[c:30]([Cl:33])[cH:31][cH:32]4)[n:26]3)[cH:18][cH:19][cH:20]2)[cH:12][cH:13][cH:14]1. Starting materials: C(C)(C)(C)OC(NC(C(C)(C)C)C(=O)N1C(CCC1)C(NC1C(OC(C1)=O)OCC1=CC=CC=C1)=O)=O ({1-[2-(2-Benzyloxy-5-oxo-tetrahydro-furan-3-ylcarbamoyl)-pyrrolidine-1-carbonyl]-2,2-dimethyl-propyl}-carbamic acid tert-butyl ester), C(=O)(C(F)(F)F)O (TFA), NC1=C(C=C(C(=O)O)C=C1)Cl (4-amino-3-chloro-benzoic acid), C=1C=CC2=C(C1)N=NN2O (HOBT), CCN(C(C)C)C(C)C (DIEA), C(CCl)Cl (EDC). The solvent is C(Cl)Cl (CH2Cl2). Conditions: time 1 hour. Yields the product C(C1=CC=CC=C1)OC1OC(CC1NC(=O)C1N(CCC1)C(C(C(C)(C)C)NC(C1=CC(=C(C=C1)N)Cl)=O)=O)=O (1-[2-(4-Amino-3-chloro-benzoylamino)-3,3-dimethyl-butyryl]-pyrrolidine-2-carboxylic acid (2-benzyloxy-5-oxo-tetrahydro-furan-3-yl)-amide). Isolated yield 567.1%. RXN SMILES: C([O:5][C:6](=O)[NH:7][CH:8]([C:13]([N:15]1[CH2:19][CH2:18][CH2:17][CH:16]1[C:20](=[O:36])[NH:21][CH:22]1[CH2:26][C:25](=[O:27])[O:24][CH:23]1[O:28][CH2:29][C:30]1[CH:35]=[CH:34][CH:33]=[CH:32][CH:31]=1)=[O:14])[C:9]([CH3:12])([CH3:11])[CH3:10])(C)(C)C.C(O)(C(F)(F)F)=O.CCN(C(C)C)C(C)C.[NH2:54][C:55]1[CH:63]=[CH:62][C:58](C(O)=O)=[CH:57][C:56]=1[Cl:64].C1C=CC2N(O)N=NC=2C=1.C(Cl)CCl>C(Cl)Cl>[CH2:29]([O:28][CH:23]1[CH:22]([NH:21][C:20]([CH:16]2[CH2:17][CH2:18][CH2:19][N:15]2[C:13](=[O:14])[CH:8]([NH:7][C:6](=[O:5])[C:58]2[CH:62]=[CH:63][C:55]([NH2:54])=[C:56]([Cl:64])[CH:57]=2)[C:9]([CH3:12])([CH3:10])[CH3:11])=[O:36])[CH2:26][C:25](=[O:27])[O:24]1)[C:30]1[CH:31]=[CH:32][CH:33]=[CH:34][CH:35]=1. Reported procedure: A solution of 456 mg (0.088 mmol) of 71 in CH2Cl2 (20 ml) was treated with anhydrous TFA (5 mL) then stirred at room temperature under N2 for 1 hour and evaporated to dryness. The residue was repeatedly concentrated from CH2Cl2 (3×) then dried under vacuum. The resulting residue was dissolved in CH2Cl2 (20 ml), cooled to 0° C., then treated with DIEA (1.3 ml, 8 eq, 2.46 mmol) followed by 4-amino-3-chloro-benzoic acid (202 mg, 1.17 mmol), HOBT (1833 mg, 1.35 mmol), and EDC (279 mg, 1.45 mmol). Th... The product is O=C(CCl)Nc1ccc(F)cc1. Reaction SMILES: [CH3:15][c:16]1[cH:17][cH:18][cH:19][cH:20][cH:21]1.[Cl:1][CH2:2][C:3](=[O:4])[Cl:5].[NH2:6][c:7]1[cH:8][cH:9][c:10]([F:11])[cH:12][cH:13]1.[OH2:14]>>[Cl:1][CH2:2][C:3](=[O:4])[NH:6][c:7]1[cH:8][cH:9][c:10]([F:11])[cH:12][cH:13]1. Reactants: Cc1ccccc1, O=C(Cl)CCl, Nc1ccc(F)cc1, O. The reactants are ice, NC=1C(=NC=C(C1)Cl)N[C@H]1CN(CC1)C(=O)OC(C)(C)C ((R)-tert-butyl 3-(3-amino-5-chloropyridin-2-ylamino)pyrrolidine-1-carboxylate), CCN(C(C)C)C(C)C (i-Pr2NEt), ClC(Cl)(OC(OC(Cl)(Cl)Cl)=O)Cl (triphosgene). Solvent: C(Cl)Cl (CH2Cl2). Reaction conditions: time 8 hour. Yields the product ClC=1C=C2C(=NC1)N(C(N2)=O)[C@H]2CN(CC2)C(=O)OC(C)(C)C ((R)-tert-butyl 3-(6-chloro-2-oxo-1H-imidazo[4,5-b]pyridin-3(2H)-yl)pyrrolidine-1-carboxylate). Isolated yield 189.0%. RXN SMILES: [NH2:1][C:2]1[C:3]([NH:9][C@@H:10]2[CH2:14][CH2:13][N:12]([C:15]([O:17][C:18]([CH3:21])([CH3:20])[CH3:19])=[O:16])[CH2:11]2)=[N:4][CH:5]=[C:6]([Cl:8])[CH:7]=1.CCN(C(C)C)C(C)C.Cl[C:32](Cl)([O:34]C(=O)OC(Cl)(Cl)Cl)Cl>C(Cl)Cl>[Cl:8][C:6]1[CH:7]=[C:2]2[NH:1][C:32](=[O:34])[N:9]([C@@H:10]3[CH2:14][CH2:13][N:12]([C:15]([O:17][C:18]([CH3:21])([CH3:20])[CH3:19])=[O:16])[CH2:11]3)[C:3]2=[N:4][CH:5]=1. Reported procedure: A stirred solution of (R)-tert-butyl 3-(3-amino-5-chloropyridin-2-ylamino)pyrrolidine-1-carboxylate (680 mg, 2.2 mmol) and i-Pr2NEt (1.2 mL, 6.6 mmol0 in CH2Cl2 (50 mL) was cooled in an ice bath and solid triphosgene (213 mg, 0.72 mmol) was added. The ice bath was allowed to melt and the mixture was stirred overnight at rt. The mixture was concentrated to leave a black solid which was purified by chromatography on a 12-g silica cartridge eluted with a 0-100% EtOAc in hexanes gradient to afford (... Starting materials: C(=O)(O)C1=CC(=C(S1)SC1=C(C=[N+](C=C1Cl)[O-])Cl)[N+](=O)[O-] (4-((5-carboxy-3-nitrothiophen-2-yl)thio)-3,5-dichloropyridine N-oxide), CN1CCC(CC1)N (1-methylpiperidin-4-amine). Yields the product ClC=1C=[N+](C=C(C1SC=1SC(=CC1[N+](=O)[O-])C(NC1CCN(CC1)C)=O)Cl)[O-] (3,5-dichloro-4-((5-((1-methylpiperidin-4-yl)carbamoyl)-3-nitrothiophen-2-yl)thio)pyridine 1-oxide), solid. The yield is 28.0%. RXN SMILES: [C:1]([C:4]1[S:8][C:7]([S:9][C:10]2[C:15]([Cl:16])=[CH:14][N+:13]([O-:17])=[CH:12][C:11]=2[Cl:18])=[C:6]([N+:19]([O-:21])=[O:20])[CH:5]=1)([OH:3])=O.[CH3:22][N:23]1[CH2:28][CH2:27][CH:26]([NH2:29])[CH2:25][CH2:24]1>>[Cl:18][C:11]1[CH:12]=[N+:13]([O-:17])[CH:14]=[C:15]([Cl:16])[C:10]=1[S:9][C:7]1[S:8][C:4]([C:1](=[O:3])[NH:29][CH:26]2[CH2:27][CH2:28][N:23]([CH3:22])[CH2:24][CH2:25]2)=[CH:5][C:6]=1[N+:19]([O-:21])=[O:20]. Reported procedure: Prepared according to the procedure described for example 70 from 4-((5-carboxy-3-nitrothiophen-2-yl)thio)-3,5-dichloropyridine N-oxide (200 mg, 0.54 mmol) from above and 1-methylpiperidin-4-amine (64.0 mg, 0.65 mmol). The title compound was obtained as a solid (70.0 mg, 28% yield). 1H NMR (400 MHz, d6-DMSO) δ: 8.98 (2H, m), 8.67 (1H, m), 8.51 (1H, s), 3.65 (1H, m), 2.85 (2H, m), 2.50 (3H, s), 2.24 (2H, m), 1.77 (2H, m), 1.57 (2H, m). MS m/z: 463.08, 465.08 [M+H]+. Procedure: This compound was produced using similar methods as those used in Step 4, example 27, starting with 4-hydroxy-2-(4-trifluoromethoxy-benzoylamino)-benzoic acid methyl ester (1.49 g, 4.19 mmol), 1,3-dibromopropane (3.39 g, 16.8 mmol) and potassium carbonate (2.90 g, 21.0 mmol) in acetone (85 mL). The crude oil was purified by flash chromatography through silica gel using ethyl acetate/hexanes (0/100 gradient to 12/88) to give 4-(3-bromo-propoxy)-2-(4-trifluoromethoxy-benzoylamino)-benzoic acid met... Yields the product COC(C1=C(C=C(C=C1)OCCCBr)NC(C1=CC=C(C=C1)OC(F)(F)F)=O)=O (4-(3-bromo-propoxy)-2-(4-trifluoromethoxy-benzoylamino)-benzoic acid methyl ester). Yield: 74.7%. Reaction SMILES: [CH3:1][O:2][C:3](=[O:25])[C:4]1[CH:9]=[CH:8][C:7]([OH:10])=[CH:6][C:5]=1[NH:11][C:12](=[O:24])[C:13]1[CH:18]=[CH:17][C:16]([O:19][C:20]([F:23])([F:22])[F:21])=[CH:15][CH:14]=1.[Br:26][CH2:27][CH2:28][CH2:29]Br.C(=O)([O-])[O-].[K+].[K+]>CC(C)=O>[CH3:1][O:2][C:3](=[O:25])[C:4]1[CH:9]=[CH:8][C:7]([O:10][CH2:29][CH2:28][CH2:27][Br:26])=[CH:6][C:5]=1[NH:11][C:12](=[O:24])[C:13]1[CH:18]=[CH:17][C:16]([O:19][C:20]([F:22])([F:21])[F:23])=[CH:15][CH:14]=1 |f:2.3.4|. Run in CC(=O)C (acetone). The reactants are COC(C1=C(C=C(C=C1)O)NC(C1=CC=C(C=C1)OC(F)(F)F)=O)=O (4-hydroxy-2-(4-trifluoromethoxy-benzoylamino)-benzoic acid methyl ester), BrCCCBr (1,3-dibromopropane), C([O-])([O-])=O.[K+].[K+] (potassium carbonate). The reactants are CO, CC(C)Oc1ccc([N+](=O)[O-])cn1. Yields the product CC(C)Oc1ccc(N)cn1. Reaction SMILES: [CH3:14][OH:15].[CH:1]([CH3:2])([CH3:3])[O:4][c:5]1[n:6][cH:7][c:8]([N+:11]([O-:12])=[O:13])[cH:9][cH:10]1>>[CH:1]([CH3:2])([CH3:3])[O:4][c:5]1[n:6][cH:7][c:8]([NH2:11])[cH:9][cH:10]1.